Dataset: the Open Reaction Database (ORD), a public repository of structured organic reaction records. Task: describe an organic reaction: reactants, conditions, products, and yield Reactants: C(c1ccc(cc1)I)=O, CC1=CN=C(C=C1)N, [C-]#[N+]C1CCCCC1. Reagents/catalysts: O=C(O)C(F)(F)F (trifluoroacetic acid). Run in CC(C)O (isopropyl alcohol), CC(C)O (isopropylalcohol). Reaction conditions: temperature 22 celsius, time 20 hour. The product is Cc1ccc2nc(c3ccc(cc3)I)c(NC3CCCCC3)n2c1. Isolated yield 9.7%. RXN SMILES: CC1=CC=C(N)N=C1.[C-]#[N+]C1CCCCC1.IC1=CC=C(C=O)C=C1>>CC1=CN2C(C=C1)=NC(=C2NC1CCCCC1)C1=CC=C(I)C=C1. As a reaction SMILES: [CH2:1]([C@:3]1([OH:11])[CH2:7][CH2:6][NH:5][C@H:4]1[CH:8]([CH3:10])[CH3:9])[CH3:2].F[C:13]1[CH:20]=[CH:19][C:16]([C:17]#[N:18])=[C:15]([O:21][CH3:22])[CH:14]=1.C(=O)([O-])[O-].[Li+].[Li+]>>[CH2:1]([C@:3]1([OH:11])[CH2:7][CH2:6][N:5]([C:13]2[CH:20]=[CH:19][C:16]([C:17]#[N:18])=[C:15]([O:21][CH3:22])[CH:14]=2)[C@H:4]1[CH:8]([CH3:10])[CH3:9])[CH3:2] |f:2.3.4|. Procedure: By an operation in the same manner as in Example 1 and using (2S,3S)-3-ethyl-2-isopropylpyrrolidin-3-ol 0.5 oxalate (203 mg), 4-fluoro-2-methoxybenzonitrile (151 mg) and lithium carbonate (163 mg), the title compound was obtained as colorless oil (yield: 22 mg, yield: 7.6%). The yield is 7.6%. Starting materials: C([O-])([O-])=O.[Li+].[Li+] (lithium carbonate), C(C)[C@]1([C@@H](NCC1)C(C)C)O ((2S,3S)-3-ethyl-2-isopropylpyrrolidin-3-ol), FC1=CC(=C(C#N)C=C1)OC (4-fluoro-2-methoxybenzonitrile). Product: C(C)[C@]1([C@@H](N(CC1)C1=CC(=C(C#N)C=C1)OC)C(C)C)O (4-[(2S,3S)-3-ethyl-3-hydroxy-2-isopropylpyrrolidin-1-yl]-2-methoxybenzonitrile), oil. Isolated yield 72.4%. Reported procedure: To a mixture of lithium aluminium hydride (0.32 g) and anhydrous ether (40 ml) was added dropwise an anhydrous ether (10 ml) solution of ethyl 2-cyclopropyl-4-thiazolecarboxylate (1.65 g), followed by stirring for one hour at room temperature. To the reaction mixture was added dropwise water (20 ml) under cooling with ice to decompose excess amount of the reducing agent. To the resultant mixture were added ethyl acetate (50 ml) and water (25 ml), followed by extraction with ethyl acetate. The or... Solvent: O (water), O (water), C(C)(=O)OCC (ethyl acetate). Run at time 1 hour. RXN SMILES: [H-].[Al+3].[Li+].[H-].[H-].[H-].CCOCC.[CH:12]1([C:15]2[S:16][CH:17]=[C:18]([C:20](OCC)=[O:21])[N:19]=2)[CH2:14][CH2:13]1>O.C(OCC)(=O)C>[CH:12]1([C:15]2[S:16][CH:17]=[C:18]([CH2:20][OH:21])[N:19]=2)[CH2:14][CH2:13]1 |f:0.1.2.3.4.5|. The product is C1(CC1)C=1SC=C(N1)CO (2-cyclopropyl-4-hydroxymethyl thiazole). Reactants: resultant mixture, [H-].[Al+3].[Li+].[H-].[H-].[H-] (lithium aluminium hydride), CCOCC (ether), CCOCC (ether), C1(CC1)C=1SC=C(N1)C(=O)OCC (ethyl 2-cyclopropyl-4-thiazolecarboxylate). Reactants: CN(C=1C=CC=C2C=C(NC12)C(N)=S)S(=O)(=O)C=1C=NC=CC1 (7-[methyl(pyridin-3-ylsulfonyl)amino]-1H-indole-2-carbothioamide), C(C#CC)(=O)OCC (ethyl but-2-ynoate), C(CCC)P(CCCC)CCCC (tributylphosphine), ClCCl (dichloromethane). Run in O1CCCC1 (tetrahydrofuran). Reaction conditions: time 15 hour. Yields the product CN(C=1C=CC=C2C=C(NC12)C=1SC(CN1)CC(=O)OCC)S(=O)(=O)C=1C=NC=CC1 (ethyl (2-{7-[methyl(pyridin-3-ylsulfonyl)amino]-1H-indol-2-yl}-4,5-dihydro-1,3-thiazol-5-yl)acetate). Yield: 30.2%. As a reaction SMILES: [CH3:1][N:2]([S:15]([C:18]1[CH:19]=[N:20][CH:21]=[CH:22][CH:23]=1)(=[O:17])=[O:16])[C:3]1[CH:4]=[CH:5][CH:6]=[C:7]2[C:11]=1[NH:10][C:9]([C:12](=[S:14])[NH2:13])=[CH:8]2.[C:24]([O:29][CH2:30][CH3:31])(=[O:28])[C:25]#[C:26][CH3:27].C(P(CCCC)CCCC)CCC.ClCCl>O1CCCC1>[CH3:1][N:2]([S:15]([C:18]1[CH:19]=[N:20][CH:21]=[CH:22][CH:23]=1)(=[O:17])=[O:16])[C:3]1[CH:4]=[CH:5][CH:6]=[C:7]2[C:11]=1[NH:10][C:9]([C:12]1[S:14][CH:26]([CH2:25][C:24]([O:29][CH2:30][CH3:31])=[O:28])[CH2:27][N:13]=1)=[CH:8]2. Reported procedure: A mixture of 7-[methyl(pyridin-3-ylsulfonyl)amino]-1H-indole-2-carbothioamide (150 mg), ethyl but-2-ynoate (120 mg), tributylphosphine (90 mg), dichloromethane (20 mL) and tetrahydrofuran (40 mL) was stirred at room temperature for 15 hr, and the mixture was stirred at 50° C. for 3 hr. The reaction mixture was concentrated, and the residue was subjected to basic silica gel column chromatography, and eluted with hexane-ethyl acetate (4:1-1:4, volume ratio). The obtained crystals were further subj...